This data is from the Open Reaction Database (ORD), a public repository of structured organic reaction records. The task is: describe an organic reaction: reactants, conditions, products, and yield Reactants: [Br-], Clc1ccc(-c2cc(CBr)no2)s1, O=C([O-])[O-], CCOC(=O)c1ccc[nH]1, CCCCCCCCCCC(C)C(CCCCCCCCCC)(CCCCCCCCCC)C(CCCCCCCCCC)(CCCCCCCCCC)[P+](CCCC)(CCCC)CCCCCCCCCC, CC#N, [Cs+], [Cs+]. The product is CCOC(=O)c1cccn1Cc1cc(-c2ccc(Cl)s2)on1. RXN SMILES: [Br-:30].[Br:11][CH2:12][c:13]1[n:14][o:15][c:16](-[c:18]2[s:19][c:20]([Cl:23])[cH:21][cH:22]2)[cH:17]1.[C:24](=[O:25])([O-:26])[O-:27].[CH2:1]([CH3:2])[O:3][C:4](=[O:5])[c:6]1[nH:7][cH:8][cH:9][cH:10]1.[CH2:31]([CH:32]([CH3:33])[C:34]([CH2:35][CH2:36][CH2:37][CH2:38][CH2:39][CH2:40][CH2:41][CH2:42][CH2:43][CH3:44])([CH2:45][CH2:46][CH2:47][CH2:48][CH2:49][CH2:50][CH2:51][CH2:52][CH2:53][CH3:54])[C:55]([CH2:56][CH2:57][CH2:58][CH2:59][CH2:60][CH2:61][CH2:62][CH2:63][CH2:64][CH3:65])([CH2:66][CH2:67][CH2:68][CH2:69][CH2:70][CH2:71][CH2:72][CH2:73][CH2:74][CH3:75])[P+:76]([CH2:77][CH2:78][CH2:79][CH2:80][CH2:81][CH2:82][CH2:83][CH2:84][CH2:85][CH3:86])([CH2:87][CH2:88][CH2:89][CH3:90])[CH2:91][CH2:92][CH2:93][CH3:94])[CH2:95][CH2:96][CH2:97][CH2:98][CH2:99][CH2:100][CH2:101][CH2:102][CH3:103].[CH3:104][C:105]#[N:106].[Cs+:28].[Cs+:29]>>[CH2:1]([CH3:2])[O:3][C:4](=[O:5])[c:6]1[n:7]([CH2:12][c:13]2[n:14][o:15][c:16](-[c:18]3[s:19][c:20]([Cl:23])[cH:21][cH:22]3)[cH:17]2)[cH:8][cH:9][cH:10]1.